From a dataset of the Open Reaction Database (ORD), a public repository of structured organic reaction records. describe an organic reaction: reactants, conditions, products, and yield The reactants are BrCC1=NC=C(C(=O)OC)C=C1 (methyl 6-bromomethylnicotinate), O=S1(NCCC1)=O (1,1-dioxo-1λ6-isothiazolidine). The product is O=S1(N(CCC1)CC1=NC=C(C(=O)OC)C=C1)=O (methyl 6-(1,1-dioxo-1λ6-isothiazolidin-2-ylmethyl)nicotinate). The yield is 73.0%. As a reaction SMILES: Br[CH2:2][C:3]1[CH:12]=[CH:11][C:6]([C:7]([O:9][CH3:10])=[O:8])=[CH:5][N:4]=1.[O:13]=[S:14]1(=[O:19])[CH2:18][CH2:17][CH2:16][NH:15]1>>[O:13]=[S:14]1(=[O:19])[CH2:18][CH2:17][CH2:16][N:15]1[CH2:2][C:3]1[CH:12]=[CH:11][C:6]([C:7]([O:9][CH3:10])=[O:8])=[CH:5][N:4]=1. Reported procedure: Using methyl 6-bromomethylnicotinate (500 mg) and 1,1-dioxo-1λ6-isothiazolidine (290 mg) and by the reaction and treatment in the same manner as in Preparation Example 42, the title compound (429 mg) was obtained.